This data is from the Open Reaction Database (ORD), a public repository of structured organic reaction records. The task is: describe an organic reaction: reactants, conditions, products, and yield The reactants are [BH4-], O=C1c2ccccc2C(=O)N1CSc1ccncc1, CC(=O)O, CO, [Na+]. RXN SMILES: [BH4-:20].[C:1]1(=[O:19])[c:2]2[c:3]([cH:15][cH:16][cH:17][cH:18]2)[C:4](=[O:14])[N:5]1[CH2:6][S:7][c:8]1[cH:9][cH:10][n:11][cH:12][cH:13]1.[CH3:22][C:23](=[O:24])[OH:25].[CH3:26][OH:27].[Na+:21]>>[CH:1]1([OH:19])[c:2]2[c:3]([cH:15][cH:16][cH:17][cH:18]2)[C:4](=[O:14])[N:5]1[CH2:6][S:7][c:8]1[cH:9][cH:10][n:11][cH:12][cH:13]1. Yields the product O=C1c2ccccc2C(O)N1CSc1ccncc1. Reactants: CCC1(C)CC(O)C(C)C(C)(CC)N1, CN=C=O, Cc1ccccc1C. Product: CCC1(C)CC(OC(=O)NC)C(C)C(C)(CC)N1. Reaction SMILES: [CH2:1]([CH3:2])[C:3]1([CH3:14])[NH:4][C:5]([CH3:11])([CH2:12][CH3:13])[CH2:6][CH:7]([OH:10])[CH:8]1[CH3:9].[CH3:15][N:16]=[C:17]=[O:18].[c:19]1([CH3:20])[c:21]([CH3:22])[cH:23][cH:24][cH:25][cH:26]1>>[CH2:1]([CH3:2])[C:3]1([CH3:14])[NH:4][C:5]([CH3:11])([CH2:12][CH3:13])[CH2:6][CH:7]([O:10][C:17]([NH:16][CH3:15])=[O:18])[CH:8]1[CH3:9]. Starting materials: C1COCCO1, Cl, CCC(NC(=O)OC(C)(C)C)C1CCCO1. Yields the product CCC(N)C1CCCO1. RXN SMILES: [CH2:18]1[O:19][CH2:20][CH2:21][O:22][CH2:23]1.[ClH:17].[O:1]1[CH:2]([CH:6]([CH2:7][CH3:8])[NH:9][C:10](=[O:11])[O:12][C:13]([CH3:14])([CH3:15])[CH3:16])[CH2:3][CH2:4][CH2:5]1>>[O:1]1[CH:2]([CH:6]([CH2:7][CH3:8])[NH2:9])[CH2:3][CH2:4][CH2:5]1. As a reaction SMILES: [C:1]([C:5]1[CH:6]=[C:7]([CH:16]2[N:20]([CH2:21][CH2:22][CH2:23][N:24]([CH3:37])[CH2:25][CH2:26][O:27][C:28]3[CH:33]=[CH:32][C:31]4[O:34][CH2:35][O:36][C:30]=4[CH:29]=3)[C:19](=[O:38])[CH2:18][S:17]2)[CH:8]=[C:9](C(C)(C)C)[C:10]=1[OH:11])([CH3:4])([CH3:3])[CH3:2].Br.C(=O)([O-])[O-].[Na+].[Na+]>C(O)(=O)C>[C:1]([C:5]1[CH:6]=[C:7]([CH:16]2[N:20]([CH2:21][CH2:22][CH2:23][N:24]([CH3:37])[CH2:25][CH2:26][O:27][C:28]3[CH:33]=[CH:32][C:31]4[O:34][CH2:35][O:36][C:30]=4[CH:29]=3)[C:19](=[O:38])[CH2:18][S:17]2)[CH:8]=[CH:9][C:10]=1[OH:11])([CH3:4])([CH3:2])[CH3:3] |f:2.3.4|. Starting materials: aqueous solution, C([O-])([O-])=O.[Na+].[Na+] (sodium carbonate), ice, C(C)(C)(C)C=1C=C(C=C(C1O)C(C)(C)C)C1SCC(N1CCCN(CCOC1=CC2=C(C=C1)OCO2)C)=O (2-(3,5-di-tert-butyl-4-hydroxyphenyl)-3-[3-[N-methyl-N-[2-(3,4-methylenedioxyphenoxy)ethyl]amino]propyl]-1,3-thiazolidin-4-one), Br (hydrobromic acid). Yields the product C(C)(C)(C)C=1C=C(C=CC1O)C1SCC(N1CCCN(CCOC1=CC2=C(C=C1)OCO2)C)=O (2-(3-tert-Butyl-4-hydroxyphenyl)-3-[3-[N-methyl-N-[2-(3,4-methylenedioxyphenoxy)ethyl]amino]propyl]-1,3-thiazolidin-4-one). Procedure details: In acetic acid (5 ml) was dissolved 2-(3,5-di-tert-butyl-4-hydroxyphenyl)-3-[3-[N-methyl-N-[2-(3,4-methylenedioxyphenoxy)ethyl]amino]propyl]-1,3-thiazolidin-4-one (0.35 g), and 47% hydrobromic acid (5 ml) was added, then the mixture was stirred at room temperature for 7 days. After completion of the reaction, the mixture was poured into an ice-cooled 5% aqueous solution of sodium carbonate and extracted with chloroform. The organic layer was dried over anhydrous sodium sulfate, and the solvent w... Run in C(C)(=O)O (acetic acid). The yield is 15.9%. Conditions: time 7 day. Reactants: OC=1C=C(C=CC1)C1=C(C=NC2=C(C=CC=C12)C(F)(F)F)C(=O)C1=CC=CC=C1 ([4-(3-hydroxyphenyl)-8-(trifluoromethyl)quinolin-3-yl](phenyl)methanone), BrCC1=C(C=CC=C1Cl)Cl (2-Bromomethyl-1,3-dichlorobenzene). The product is ClC1=C(COC=2C=C(C=CC2)C2=C(C=NC3=C(C=CC=C23)C(F)(F)F)C(=O)C2=CC=CC=C2)C(=CC=C1)Cl ([4-{3-[(2,6-DICHLOROBENZYL)OXY]PHENYL}-8-(TRIFLUOROMETHYL)QUINOLIN-3-YL](PHENYL)METHANONE). Reaction SMILES: [OH:1][C:2]1[CH:3]=[C:4]([C:8]2[C:17]3[C:12](=[C:13]([C:18]([F:21])([F:20])[F:19])[CH:14]=[CH:15][CH:16]=3)[N:11]=[CH:10][C:9]=2[C:22]([C:24]2[CH:29]=[CH:28][CH:27]=[CH:26][CH:25]=2)=[O:23])[CH:5]=[CH:6][CH:7]=1.Br[CH2:31][C:32]1[C:37]([Cl:38])=[CH:36][CH:35]=[CH:34][C:33]=1[Cl:39]>>[Cl:38][C:37]1[CH:36]=[CH:35][CH:34]=[C:33]([Cl:39])[C:32]=1[CH2:31][O:1][C:2]1[CH:3]=[C:4]([C:8]2[C:17]3[C:12](=[C:13]([C:18]([F:21])([F:19])[F:20])[CH:14]=[CH:15][CH:16]=3)[N:11]=[CH:10][C:9]=2[C:22]([C:24]2[CH:25]=[CH:26][CH:27]=[CH:28][CH:29]=2)=[O:23])[CH:5]=[CH:6][CH:7]=1. Reported procedure: The title compound was prepared from [4-(3-hydroxyphenyl)-8-(trifluoromethyl)quinolin-3-yl](phenyl)methanone and 2-Bromomethyl-1,3-dichlorobenzene following the procedure of Example 478: MS (ESI) m/z 552. Reactants: C(C1=CC=CC=C1)OC(=O)N1CCN(CC1)C1=NC2=CC=CC=C2C(=N1)OC[C@@H]([C@H](C)O)O (2-[4-(Benzyloxycarbonyl)piperazin-1-yl]-4-[(2S,3S)-(2,3-dihydroxybutan-1-yl)oxy]quinazoline), O1CCOCC1 (dioxane). Reagents/catalysts: [Pd] (palladium/carbon). Run in CO (methanol). Run at time 16 hour. Product: O[C@@H](COC1=NC(=NC2=CC=CC=C12)N1CCNCC1)[C@H](C)O (4-[(2S,3S)-(2,3-dihydroxybutan-1-yl)oxy]-2-(1-piperazinyl)quinazoline). Isolated yield 92.0%. As a reaction SMILES: C(OC([N:11]1[CH2:16][CH2:15][N:14]([C:17]2[N:26]=[C:25]([O:27][CH2:28][C@H:29]([OH:33])[C@@H:30]([OH:32])[CH3:31])[C:24]3[C:19](=[CH:20][CH:21]=[CH:22][CH:23]=3)[N:18]=2)[CH2:13][CH2:12]1)=O)C1C=CC=CC=1.O1CCOCC1>CO.[Pd]>[OH:33][C@H:29]([C@@H:30]([OH:32])[CH3:31])[CH2:28][O:27][C:25]1[C:24]2[C:19](=[CH:20][CH:21]=[CH:22][CH:23]=2)[N:18]=[C:17]([N:14]2[CH2:13][CH2:12][NH:11][CH2:16][CH2:15]2)[N:26]=1. Procedure: 2-[4-(Benzyloxycarbonyl)piperazin-1-yl]-4-[(2S,3S)-(2,3-dihydroxybutan-1-yl)oxy]quinazoline (5.1 g) is dissolved in methanol (90 ml)--dioxane (10 ml), and thereto is added 10% palladium/carbon (0.5 g), and the mixture is stirred under hydrogen atmosphere and under atmospheric pressure at room temperature for 16 hours. The reaction mixture is filtered, and the filtrate is evaporated to dryness under reduced pressure to give 4-[(2S,3S)-(2,3-dihydroxybutan-1-yl)oxy]-2-(1-piperazinyl)quinazoline (3.... Conditions: time 8 hour. Reported procedure: A representative procedure was as follows: A solution of propionic anhydride was prepared in situ by reacting propionic acid (0.48 g, 6.5 mmol) with EDC (614 mg, 3.2 mmol) in acetonitrile for 15 min at room temperature. This solution was then added over the course of 5 min to a magnetically stirred solution of N-ε-benzyloxycarbonyl lysine (Lys(Cbz)) (1 g, 3.6 mmol) in 36 mL 0.1 M NaOH and 20 mL 2-propanol. A fine white precipitate formed, another 36 mL 0.1 M NaOH was added, and stirring was cont... Reactants: C(CC)(=O)O (propionic acid), C(CCl)Cl (EDC), N-ε-benzyloxycarbonyl lysine, CC(C)O (2-propanol). Run in C(C)#N (acetonitrile), [OH-].[Na+] (NaOH), [OH-].[Na+] (NaOH). RXN SMILES: [C:1]([OH:5])(=[O:4])[CH2:2][CH3:3].[CH2:6](Cl)[CH2:7]Cl.C[CH:11]([OH:13])C>C(#N)C.[OH-].[Na+]>[C:1]([O:5][C:11](=[O:13])[CH2:6][CH3:7])(=[O:4])[CH2:2][CH3:3] |f:4.5|. Yields the product C(CC)(=O)OC(CC)=O (propionic anhydride). The reactants are C(OC1=CC(=NN1C1=NC=CC=C1)C1=CC(=CC=C1)C1=CC2=C(OCO2)C=C1)(OC(C)(C)C)=O (3-(3-(benzo[d][1,3]-dioxol-5-yl)phenyl)-1-(pyridin-2-yl)-1H-pyrazol-5-yl tert-butyl carbonate), C(OC1=CC(=NN1C1=NC=CC=C1)C1=CC=C(C=C1)C1=CC=CC=C1)(OC(C)(C)C)=O (3-(biphenyl-4-yl)-1-(pyridin-2-yl)-1H-pyrazol-5-yl tert-butyl carbonate). The product is O1COC2=C1C=CC(=C2)C=2C=C(C=CC2)C2=NN(C(=C2)O)C2=NC=CC=C2 (3-(3-(benzo[d][1,3]dioxol-5-yl)phenyl)-1-(pyridin-2-yl)-1H-pyrazol-5-ol). Isolated yield 98.0%. RXN SMILES: C(=O)(OC(C)(C)C)[O:2][C:3]1[N:7]([C:8]2[CH:13]=[CH:12][CH:11]=[CH:10][N:9]=2)[N:6]=[C:5]([C:14]2[CH:19]=[CH:18][CH:17]=[C:16]([C:20]3[CH:28]=[CH:27][C:23]4[O:24][CH2:25][O:26][C:22]=4[CH:21]=3)[CH:15]=2)[CH:4]=1.C(=O)(OC(C)(C)C)OC1N(C2C=CC=CN=2)N=C(C2C=CC(C3C=CC=CC=3)=CC=2)C=1>>[O:24]1[C:23]2[CH:27]=[CH:28][C:20]([C:16]3[CH:15]=[C:14]([C:5]4[CH:4]=[C:3]([OH:2])[N:7]([C:8]5[CH:13]=[CH:12][CH:11]=[CH:10][N:9]=5)[N:6]=4)[CH:19]=[CH:18][CH:17]=3)=[CH:21][C:22]=2[O:26][CH2:25]1. Procedure details: The title compound was prepared in the same manner as in Example D-1, except that an equimolar amount of Compound 39 of Example C-13 was used in place of Compound 27 of Example C-1. As a reaction SMILES: [Br:1][c:2]1[cH:3][c:4]([CH:10]=[O:11])[c:5]([O:8][CH3:9])[n:6][cH:7]1.[C:12]([CH3:13])([CH3:14])([CH3:15])[O:16][C:17](=[O:18])[N:19]1[CH2:20][CH2:21][N:22]([c:25]2[cH:26][cH:27][c:28]([CH2:31][P:32](=[O:33])([O:34][CH2:35][CH3:36])[O:37][CH2:38][CH3:39])[cH:29][cH:30]2)[CH2:23][CH2:24]1.[CH2:46]1[O:47][CH2:48][CH2:49][CH2:50]1.[CH3:40][C:41]([CH3:42])([O-:43])[CH3:44].[K+:45]>>[Br:1][c:2]1[cH:3][c:4]([CH:10]=[CH:31][c:28]2[cH:27][cH:26][c:25]([N:22]3[CH2:21][CH2:20][N:19]([C:17]([O:16][C:12]([CH3:13])([CH3:14])[CH3:15])=[O:18])[CH2:24][CH2:23]3)[cH:30][cH:29]2)[c:5]([O:8][CH3:9])[n:6][cH:7]1. Yields the product COc1ncc(Br)cc1C=Cc1ccc(N2CCN(C(=O)OC(C)(C)C)CC2)cc1. The reactants are COc1ncc(Br)cc1C=O, CCOP(=O)(Cc1ccc(N2CCN(C(=O)OC(C)(C)C)CC2)cc1)OCC, C1CCOC1, CC(C)(C)[O-], [K+].